Task: describe an organic reaction: reactants, conditions, products, and yield. Dataset: the Open Reaction Database (ORD), a public repository of structured organic reaction records Reactants: [BH4-], CO, COc1cccc2c1OCC2=O, [Cl-], [NH4+], [Na+], O. The product is COc1cccc2c1OCC2O. As a reaction SMILES: [BH4-:14].[CH3:18][OH:19].[CH3:2][O:3][c:4]1[cH:5][cH:6][cH:7][c:8]2[c:12]1[O:11][CH2:10][C:9]2=[O:13].[Cl-:16].[NH4+:17].[Na+:15].[OH2:1]>>[CH3:2][O:3][c:4]1[cH:5][cH:6][cH:7][c:8]2[c:12]1[O:11][CH2:10][CH:9]2[OH:13]. The reactants are BrC=1C=C(C(=NC1)N)C(F)(F)F (5-bromo-3-(trifluoromethyl)pyridin-2-amine), B1(OC(C(O1)(C)C)(C)C)B2OC(C(O2)(C)C)(C)C (Bis(pinacolato)diboron), C(C)(=O)[O-].[K+] (potassium acetate), C(Cl)Cl (DCM). Run in O1CCOCC1 (dioxane), C(C)(=O)OCC (ethyl acetate). The product is NC1=C(C=C(C=N1)B(O)O)C(F)(F)F (6-amino-5-(trifluoromethyl)pyridin-3-ylboronic acid). Reaction SMILES: Br[C:2]1[CH:3]=[C:4]([C:9]([F:12])([F:11])[F:10])[C:5]([NH2:8])=[N:6][CH:7]=1.[B:13]1(B2OC(C)(C)C(C)(C)O2)[O:17]C(C)(C)C(C)(C)[O:14]1.C([O-])(=O)C.[K+].C(Cl)Cl>O1CCOCC1.C(OCC)(=O)C>[NH2:8][C:5]1[N:6]=[CH:7][C:2]([B:13]([OH:17])[OH:14])=[CH:3][C:4]=1[C:9]([F:12])([F:11])[F:10] |f:2.3|. Procedure details: 5-bromo-3-(trifluoromethyl)pyridin-2-amine (9.85 mmol, commercially available), Bis(pinacolato)diboron (11.82 mmol), potassium acetate (1.4 g) and (1,1-bis(diphenylphosphino)ferrocene)-dichloropalladium (II) complex with DCM (200 mg, commercially available) was dissolved in dioxane (75 mL) under argon atmosphere. The reaction mixture was refluxed for 8 h. The reaction mixture was cooled, diluted with ethyl acetate (75 mL) and filtered. The filtrate was concentrated. The crude product was purifie... The reactants are BrC=1C=CC(=C(CN(CC)C2=CC=C(N=N2)C#N)C1)OCC(=C)C (6-[N-(5-bromo-2-(2-methylprop-2-en-1-yloxy)benzyl)-N-ethylamino]-3-cyanopyridazine), C=O (para-formaldehyde), C(=O)(C(F)(F)F)O (TFA), FC1=CC=C(C=C1)O (4-fluorophenol). Reaction conditions: temperature 55 celsius, time 1 hour. Yields the product FC=1C=CC(=C(CN(CC)C2=CC=C(N=N2)C(=O)OCCCC)C1)O (butyl 6-[N-(5-fluoro-2-hydroxybenzyl)-N-ethylamino]pyridazine-3-carboxylate). RXN SMILES: Br[C:2]1[CH:3]=[CH:4][C:5]([O:20]CC(C)=C)=[C:6]([CH:19]=1)[CH2:7][N:8]([C:11]1[N:16]=[N:15][C:14](C#N)=[CH:13][CH:12]=1)[CH2:9][CH3:10].[CH2:25]=[O:26].F[C:28]1C=C[C:31]([OH:34])=[CH:30][CH:29]=1.C(O)(C(F)(F)[F:38])=O>>[F:38][C:2]1[CH:3]=[CH:4][C:5]([OH:20])=[C:6]([CH:19]=1)[CH2:7][N:8]([C:11]1[N:16]=[N:15][C:14]([C:25]([O:34][CH2:31][CH2:30][CH2:29][CH3:28])=[O:26])=[CH:13][CH:12]=1)[CH2:9][CH3:10]. Procedure details: A mixture of butyl 6-ethylaminopyridazine 3-carboxylate (described in reference example 13)(10.0 g, 44.8 mmol) and para-formaldehyde (1.7 g, 56.6 mmol) in TFA (100 ml was stirred at 50-60° C. for 1 hour until a clear solution formed. The solution was cooled to ambient temperature and treated with 4-fluorophenol (5.6 g, 50 0 mmol), stirred for 16 hours and evaporated at reduced pressure. The residue was partitioned between ice/water (200 g) and dichloromethane (200 ml), the organic layer washed w... Reactants: COc1ccc(Br)cn1, [Li]CCCC, COc1ccc(OCc2ccccc2)cc1C=O, CCCCCC, C1CCOC1. The product is COc1ccc(C(O)c2cc(OCc3ccccc3)ccc2OC)cn1. Reaction SMILES: [Br:1][c:2]1[cH:3][cH:4][c:5]([O:8][CH3:9])[n:6][cH:7]1.[CH2:10]([Li:11])[CH2:12][CH2:13][CH3:14].[CH2:15]([c:16]1[cH:17][cH:18][cH:19][cH:20][cH:21]1)[O:22][c:23]1[cH:24][cH:25][c:26]([O:31][CH3:32])[c:27]([CH:28]=[O:29])[cH:30]1.[CH3:38][CH2:39][CH2:40][CH2:41][CH2:42][CH3:43].[O:33]1[CH2:34][CH2:35][CH2:36][CH2:37]1>>[c:2]1([CH:28]([c:27]2[c:26]([O:31][CH3:32])[cH:25][cH:24][c:23]([O:22][CH2:15][c:16]3[cH:17][cH:18][cH:19][cH:20][cH:21]3)[cH:30]2)[OH:29])[cH:3][cH:4][c:5]([O:8][CH3:9])[n:6][cH:7]1. Starting materials: CN1N=C(C=C1C(=O)OC)C1=CC(=CC=C1)C(F)(F)F (methyl 1-methyl-3-(3-trifluoromethylphenyl)pyrazole-5-carboxylate), ClCl (chlorine), ClCl (chlorine). Run in C(C)(=O)O (acetic acid). Conditions: time 4 hour. The product is CN1N=C(C(=C1C(=O)OC)Cl)C1=CC(=CC=C1)C(F)(F)F (methyl 1-methyl-3-(3-trifluoromethylphenyl)-4-chloropyrazole-5-carboxylate). Reaction SMILES: [CH3:1][N:2]1[C:6]([C:7]([O:9][CH3:10])=[O:8])=[CH:5][C:4]([C:11]2[CH:16]=[CH:15][CH:14]=[C:13]([C:17]([F:20])([F:19])[F:18])[CH:12]=2)=[N:3]1.[Cl:21]Cl>C(O)(=O)C>[CH3:1][N:2]1[C:6]([C:7]([O:9][CH3:10])=[O:8])=[C:5]([Cl:21])[C:4]([C:11]2[CH:16]=[CH:15][CH:14]=[C:13]([C:17]([F:19])([F:18])[F:20])[CH:12]=2)=[N:3]1. Procedure: A solution was prepared by dissolving 5.2 g. of methyl 1-methyl-3-(3-trifluoromethylphenyl)pyrazole-5-carboxylate in 200 ml. of glacial acetic acid. The solution was heated to refluxing temperature while gaseous chlorine was passed into the mixture. After about four hours, the addition of chlorine was stopped and the reaction mixture poured over ice. The consequent aqueous mixture was extracted with two 150 ml. portions of chloroform and the chloroform extracts separated, combined and dried. Rem... Starting materials: Brc1nccs1, CC(C)O, CC(C)(C)OC(=O)N1CCCC(C(OCCN)c2cccc(Cl)c2)C1. The product is CC(C)(C)OC(=O)N1CCCC(C(OCCNc2nccs2)c2cccc(Cl)c2)C1. RXN SMILES: [Br:26][c:27]1[s:28][cH:29][cH:30][n:31]1.[CH3:32][CH:33]([OH:34])[CH3:35].[NH2:1][CH2:2][CH2:3][O:4][CH:5]([CH:6]1[CH2:7][N:8]([C:12](=[O:13])[O:14][C:15]([CH3:16])([CH3:17])[CH3:18])[CH2:9][CH2:10][CH2:11]1)[c:19]1[cH:20][c:21]([Cl:25])[cH:22][cH:23][cH:24]1>>[NH:1]([CH2:2][CH2:3][O:4][CH:5]([CH:6]1[CH2:7][N:8]([C:12](=[O:13])[O:14][C:15]([CH3:16])([CH3:17])[CH3:18])[CH2:9][CH2:10][CH2:11]1)[c:19]1[cH:20][c:21]([Cl:25])[cH:22][cH:23][cH:24]1)[c:27]1[s:28][cH:29][cH:30][n:31]1. Starting materials: C(=O)C1=CC=C(S1)B(O)O (5-formylthiophen-2-ylboronic acid), [BH4-].[Na+] (NaBH4). Run in CO (MeOH). Run at time 2 hour. Yields the product OCC1=CC=C(S1)B(O)O (5-(hydroxymethyl)thiophen-2-ylboronic acid). Reaction SMILES: [CH:1]([C:3]1[S:7][C:6]([B:8]([OH:10])[OH:9])=[CH:5][CH:4]=1)=[O:2].[BH4-].[Na+]>CO>[OH:2][CH2:1][C:3]1[S:7][C:6]([B:8]([OH:10])[OH:9])=[CH:5][CH:4]=1 |f:1.2|. Procedure details: To a solution of 5-formylthiophen-2-ylboronic acid (15.6 mg, 0.1 mmol) in MeOH (0.5 mL) was added excess amount of NaBH4. The mixture was stirred at room temperature for 2 hours and evaporated under reduced pressure to afford crude 5-(hydroxymethyl)thiophen-2-ylboronic acid, which was used in step E without further purification. Reactants: Fc1ccc(Br)cc1, CON(C)C(=O)c1cn(-c2cccc(-c3ccccc3)c2)cn1. Product: O=C(c1ccc(F)cc1)c1cn(-c2cccc(-c3ccccc3)c2)cn1. Reaction SMILES: [Br:24][c:25]1[cH:26][cH:27][c:28]([F:31])[cH:29][cH:30]1.[CH3:1][O:2][N:3]([C:4](=[O:5])[c:6]1[n:7][cH:8][n:9](-[c:11]2[cH:12][c:13](-[c:17]3[cH:18][cH:19][cH:20][cH:21][cH:22]3)[cH:14][cH:15][cH:16]2)[cH:10]1)[CH3:23]>>[C:4](=[O:5])([c:6]1[n:7][cH:8][n:9](-[c:11]2[cH:12][c:13](-[c:17]3[cH:18][cH:19][cH:20][cH:21][cH:22]3)[cH:14][cH:15][cH:16]2)[cH:10]1)[c:25]1[cH:26][cH:27][c:28]([F:31])[cH:29][cH:30]1.